This data is from the Open Reaction Database (ORD), a public repository of structured organic reaction records. The task is: describe an organic reaction: reactants, conditions, products, and yield Reactants: [Al+3], CCOCC, COC(=O)c1cc(Cl)ccc1OC1CCC(O[Si](C)(C)C(C)(C)C)CC1, ClCCl, [H-], [H-], [H-], [H-], [Li+], O=[Mn]=O. The product is CC(C)(C)[Si](C)(C)OC1CCC(Oc2ccc(Cl)cc2C=O)CC1. RXN SMILES: [Al+3:28].[CH2:33]([O:34][CH2:35][CH3:36])[CH3:37].[CH3:1][O:2][C:3]([c:4]1[c:5]([O:11][CH:12]2[CH2:13][CH2:14][CH:15]([O:18][Si:19]([CH3:20])([CH3:21])[C:22]([CH3:23])([CH3:24])[CH3:25])[CH2:16][CH2:17]2)[cH:6][cH:7][c:8]([Cl:10])[cH:9]1)=[O:26].[Cl:38][CH2:39][Cl:40].[H-:27].[H-:30].[H-:31].[H-:32].[Li+:29].[O:41]=[Mn:42]=[O:43]>>[O:2]=[CH:3][c:4]1[c:5]([O:11][CH:12]2[CH2:13][CH2:14][CH:15]([O:18][Si:19]([CH3:20])([CH3:21])[C:22]([CH3:23])([CH3:24])[CH3:25])[CH2:16][CH2:17]2)[cH:6][cH:7][c:8]([Cl:10])[cH:9]1. Starting materials: solution, [OH-].[K+] (potassium hydroxide), OCCN1N=C(C=2CCC=3C=NC(=NC3C21)NC2=C(C=CC(=C2)N2CCN(CC2)C)OC(F)(F)F)C(=O)OCC (Ethyl 1-(2-hydroxy-ethyl)-8-[5-(4-methyl-piperazin-1-yl)-2-trifluoromethoxy-phenylamino]-4,5-dihydro-1H-pyrazolo[4,3-h]quinazoline-3-carboxylate). The solvent is C(C)O (ethanol), C(C)O (ethanol). Product: OCCN1N=C(C=2CCC=3C=NC(=NC3C21)NC2=C(C=CC(=C2)N2CCN(CC2)C)OC(F)(F)F)C(=O)[O-].[K+] (Potassium 1-(2-hydroxy-ethyl)-8-[5-(4-methyl-piperazin-1-yl)-2-trifluoromethoxy-phenylamino]-4,5-dihydro-1H-pyrazolo[4,3-h]quinazoline-3-carboxylate). The yield is 89.0%. RXN SMILES: [OH:1][CH2:2][CH2:3][N:4]1[C:16]2[C:15]3[N:14]=[C:13]([NH:17][C:18]4[CH:23]=[C:22]([N:24]5[CH2:29][CH2:28][N:27]([CH3:30])[CH2:26][CH2:25]5)[CH:21]=[CH:20][C:19]=4[O:31][C:32]([F:35])([F:34])[F:33])[N:12]=[CH:11][C:10]=3[CH2:9][CH2:8][C:7]=2[C:6]([C:36]([O:38]CC)=[O:37])=[N:5]1.[OH-].[K+:42]>C(O)C>[OH:1][CH2:2][CH2:3][N:4]1[C:16]2[C:15]3[N:14]=[C:13]([NH:17][C:18]4[CH:23]=[C:22]([N:24]5[CH2:29][CH2:28][N:27]([CH3:30])[CH2:26][CH2:25]5)[CH:21]=[CH:20][C:19]=4[O:31][C:32]([F:34])([F:35])[F:33])[N:12]=[CH:11][C:10]=3[CH2:9][CH2:8][C:7]=2[C:6]([C:36]([O-:38])=[O:37])=[N:5]1.[K+:42] |f:1.2,4.5|. Procedure: Ethyl 1-(2-hydroxy-ethyl)-8-[5-(4-methyl-piperazin-1-yl)-2-trifluoromethoxy-phenylamino]-4,5-dihydro-1H-pyrazolo[4,3-h]quinazoline-3-carboxylate (1.7 g, 3.03 mmol) was suspended in ethanol 96% (50 mL) and treated with a 1.5 M solution of potassium hydroxide in ethanol (8 mL, 12 mmol) at room temperature, overnight. The precipitate was collected by filtration to give the title compound (1.54 g, 89% yield) as a white solid. The solvent is C(CCl)Cl (EDC). Procedure details: The title compound was prepared according to the procedure described in step-2 of Intermediate-8 by using 4-chloro-3-(trifluoromethyl)benzamide (0.200 g), oxalyl chloride (0.012 mL) and EDC (15 mL) to afford 0.150 g of the desired product. Yields the product ClC1=C(C=C(C(=O)N=C=O)C=C1)C(F)(F)F (4-Chloro-3-(trifluoromethyl)benzoyl isocyanate). As a reaction SMILES: [Cl:1][C:2]1[CH:10]=[CH:9][C:5]([C:6]([NH2:8])=[O:7])=[CH:4][C:3]=1[C:11]([F:14])([F:13])[F:12].C(Cl)(=O)[C:16](Cl)=[O:17]>C(Cl)CCl>[Cl:1][C:2]1[CH:10]=[CH:9][C:5]([C:6]([N:8]=[C:16]=[O:17])=[O:7])=[CH:4][C:3]=1[C:11]([F:12])([F:13])[F:14]. Starting materials: ClC1=C(C=C(C(=O)N)C=C1)C(F)(F)F (4-chloro-3-(trifluoromethyl)benzamide), C(C(=O)Cl)(=O)Cl (oxalyl chloride). Starting materials: C(=O)(O)C1=CC=C(C=C1)C=1C2=C(OC1)C1=CC=CC=C1C=C2 (3-(4-carboxyphenyl)naphtho-[1,2-b]furan), [N+](=O)([N+](=O)[O-])[O-] (dinitrogen tetraoxide). The solvent is C(Cl)(Cl)Cl (chloroform). Conditions: temperature 20 celsius, time 20 hour. Yields the product C(=O)(O)C1=CC=C(C=C1)C=1C2=C(OC1[N+](=O)[O-])C1=CC=CC=C1C=C2 (3-(4-carboxyphenyl)-2-nitronaphtho-[1,2-b]furan). As a reaction SMILES: [C:1]([C:4]1[CH:9]=[CH:8][C:7]([C:10]2[C:11]3[CH:22]=[CH:21][C:20]4[C:15](=[CH:16][CH:17]=[CH:18][CH:19]=4)[C:12]=3[O:13][CH:14]=2)=[CH:6][CH:5]=1)([OH:3])=[O:2].[N+:23]([O-:28])([N+]([O-])=O)=[O:24]>C(Cl)(Cl)Cl>[C:1]([C:4]1[CH:5]=[CH:6][C:7]([C:10]2[C:11]3[CH:22]=[CH:21][C:20]4[C:15](=[CH:16][CH:17]=[CH:18][CH:19]=4)[C:12]=3[O:13][C:14]=2[N+:23]([O-:28])=[O:24])=[CH:8][CH:9]=1)([OH:3])=[O:2]. Procedure details: To a mixture of 4.0 g. of the product of step A in 250 ml. of chloroform is added 4.0 g. of dinitrogen tetraoxide. The mixture is stirred at about 20° C. for 20 hours. The mixture is filtered, and the solid obtained is recrystallized from a mixture of N,N-dimethylformamide and water to provide yellow crystals of 3-(4-carboxyphenyl)-2-nitronaphtho-[1,2-b]furan, m.p. greater than 300° C. Reactants: NC1=C(C(=NN1C1=C(C=C(C=C1Cl)C(F)(F)F)Cl)C#N)SC(F)(F)F (5-amino-3-cyano-1-(2,6-dichloro-4-trifluoromethylphenyl)-4-trifluoromethylthiopyrazole), C(C(=O)C)CC(C)=O (acetonylacetone), C1(=CC=C(C=C1)S(=O)(=O)O)C (p-toluenesulphonic acid). Solvent: ClCCl (dichloromethane), C1(=CC=CC=C1)C (toluene). Product: C(#N)C1=NN(C(=C1SC(F)(F)F)N1C(=CC=C1C)C)C1=C(C=C(C=C1Cl)C(F)(F)F)Cl (3-cyano-1-(2,6-dichloro-4-trifluoromethyl- phenyl)-5-(2,5-dimethylpyrrol-1-yl)-4-trifluoromethylthiopyrazole). Yield: 62.2%. RXN SMILES: [NH2:1][C:2]1[N:6]([C:7]2[C:12]([Cl:13])=[CH:11][C:10]([C:14]([F:17])([F:16])[F:15])=[CH:9][C:8]=2[Cl:18])[N:5]=[C:4]([C:19]#[N:20])[C:3]=1[S:21][C:22]([F:25])([F:24])[F:23].[CH2:26]([CH2:30][C:31](=O)[CH3:32])[C:27]([CH3:29])=O.C1(C)C=CC(S(O)(=O)=O)=CC=1>C1(C)C=CC=CC=1.ClCCl>[C:19]([C:4]1[C:3]([S:21][C:22]([F:25])([F:24])[F:23])=[C:2]([N:1]2[C:31]([CH3:32])=[CH:30][CH:26]=[C:27]2[CH3:29])[N:6]([C:7]2[C:12]([Cl:13])=[CH:11][C:10]([C:14]([F:15])([F:16])[F:17])=[CH:9][C:8]=2[Cl:18])[N:5]=1)#[N:20]. Procedure details: A mixture of 5-amino-3-cyano-1-(2,6-dichloro-4-trifluoromethylphenyl)-4-trifluoromethylthiopyrazole (8.0 g) and acetonylacetone (4.34 g) in toluene (250 ml) containing p-toluenesulphonic acid (0.5 g) was heated under reflux with a Dean and Stark take-off head fitted to the flask. After 311/2 hours evaporation in vacuo gave a dark solid, which was dissolved in dichloromethane (100 ml) and washed in turn with water (100 ml) and saturated sodium carbonate solution (50 ml). The organic layer was dri...